Dataset: the Open Reaction Database (ORD), a public repository of structured organic reaction records. Task: describe an organic reaction: reactants, conditions, products, and yield Starting materials: S1C(=CC=C1)CC(=O)O (2-thienylacetic acid), C1(=CC=CC=C1)P(=O)(C1=CC=CC=C1)N=[N+]=[N-] (diphenylphosphoryl azide), FC=1C(NC(NC1)=O)=O (5-fluorouracil), S1C(=CC=C1)CN=C=O (2-thienylmethyl isocyanate). The solvent is C1=CC=CC=C1 (benzene), C(C)N(CC)CC (triethyl amine). Yields the product S1C(=CC=C1)CNC(=O)N1C(=O)NC(=O)C(=C1)F (1-[N-(2-thienylmethyl)carbamoyl]-5-fluorouracil). Reaction SMILES: S1C=CC=C1CC(O)=O.C1(P(N=[N+]=[N-])(C2C=CC=CC=2)=O)C=CC=CC=1.[S:27]1[CH:31]=[CH:30][CH:29]=[C:28]1[CH2:32][N:33]=[C:34]=[O:35].[F:36][C:37]1[C:38](=[O:44])[NH:39][C:40](=[O:43])[NH:41][CH:42]=1>C1C=CC=CC=1.C(N(CC)CC)C>[S:27]1[CH:31]=[CH:30][CH:29]=[C:28]1[CH2:32][NH:33][C:34]([N:41]1[CH:42]=[C:37]([F:36])[C:38](=[O:44])[NH:39][C:40]1=[O:43])=[O:35]. Procedure details: The reaction of 2-thienylacetic acid and diphenylphosphoryl azide in a solution of triethyl amine and benzene provided a solution comprising 2-thienylmethyl isocyanate, which was reacted with 5-fluorouracil to provide 1-[N-(2-thienylmethyl)carbamoyl]-5-fluorouracil substantially in the similar method to that of Example 13. Starting materials: Teflon, Teflon, CCCCCC (hexane), CC(C)(C#N)N=NC(C)(C)C#N (AIBN), C(C)(=O)O (acetic acid), C1CCOC1 (THF), C1CCOC1 (THF). Run at time 15 minute. Product: C(#N)C(C(=O)OC)=C.C12(C=CC(CC1)C2)C(=O)OC(C)(C)C.C12(C=CC(CC1)C2)C(=O)OCCO.C12(C=CC(CC1)C2)C(=O)O (Methyl 2-Cyanoacrylate T-Butyl Norbornene Carboxylate Hydroxyethyl Norbornene Carboxylate Norbornene Carboxylic Acid). RXN SMILES: [CH3:1][C:2](N=N[C:8]([C:11]#N)([CH3:10])[CH3:9])([C:4]#[N:5])[CH3:3].[C:13]([OH:16])(=[O:15])[CH3:14].[CH3:17][CH2:18][CH2:19][CH2:20][CH2:21][CH3:22].[CH2:23]1[CH2:27][O:26][CH2:25][CH2:24]1>>[C:4]([C:2](=[CH2:3])[C:1]([O:15][CH3:13])=[O:26])#[N:5].[C:14]12([C:13]([O:16][C:8]([CH3:9])([CH3:10])[CH3:11])=[O:15])[CH2:23][CH:20]([CH2:19][CH2:18]1)[CH:21]=[CH:22]2.[C:19]12([C:13]([O:16][CH2:24][CH2:25][OH:26])=[O:15])[CH2:1][CH:22]([CH2:17][CH2:18]1)[CH:21]=[CH:20]2.[C:14]12([C:13]([OH:16])=[O:15])[CH2:27][CH:23]([CH2:1][CH2:2]1)[CH:24]=[CH:25]2 |f:4.5.6.7|. Reported procedure: To a 35 ml pressure tube equipped with a Teflon coated stir bar and a threaded Teflon cap with O-ring was added MCA (1.5 g, 13.5 mmol), BNC (1.83 g, 9.4 mmol), HNC (0.49 g, 2.7 mmol), NCA (0.18 g, 1.3 mmol), THF (4 g), AIBN (120 mg) and acetic acid (200 mg). The reaction mixture was deaerated with nitrogen at a flow rate of 30 ml/min for 15 minutes. The reaction vessel was then immediately capped tight using the Teflon screw cap. The vessel was placed in an oil-bath, which was preheated to 72° C...